This data is from the Open Reaction Database (ORD), a public repository of structured organic reaction records. The task is: describe an organic reaction: reactants, conditions, products, and yield Reactants: O=C([O-])[O-], C1CCOC1, CCOC(C)=O, Cl, [Na+], [Na+], COc1nccc2nc(-c3ccc(C4OCCO4)cc3)c(-c3ccccc3)cc12. The product is COc1nccc2nc(-c3ccc(C=O)cc3)c(-c3ccccc3)cc12. RXN SMILES: [C:37](=[O:38])([O-:39])[O-:40].[CH2:43]1[O:44][CH2:45][CH2:46][CH2:47]1.[CH3:31][CH2:32][O:33][C:34](=[O:35])[CH3:36].[ClH:30].[Na+:41].[Na+:42].[O:1]1[CH:2]([c:6]2[cH:7][cH:8][c:9](-[c:12]3[n:13][c:14]4[cH:15][cH:16][n:17][c:18]([O:28][CH3:29])[c:19]4[cH:20][c:21]3-[c:22]3[cH:23][cH:24][cH:25][cH:26][cH:27]3)[cH:10][cH:11]2)[O:5][CH2:4][CH2:3]1>>[O:1]=[CH:2][c:6]1[cH:7][cH:8][c:9](-[c:12]2[n:13][c:14]3[cH:15][cH:16][n:17][c:18]([O:28][CH3:29])[c:19]3[cH:20][c:21]2-[c:22]2[cH:23][cH:24][cH:25][cH:26][cH:27]2)[cH:10][cH:11]1.